Dataset: the Open Reaction Database (ORD), a public repository of structured organic reaction records. Task: describe an organic reaction: reactants, conditions, products, and yield Reactants: C[O-], CO, ClC(Cl)Cl, CCCc1cccc(-c2nc(C)cc(Cl)n2)n1, [Na+], [Na]. Yields the product CCCc1cccc(-c2nc(C)cc(OC)n2)n1. As a reaction SMILES: [CH3:18][O-:19].[CH3:26][OH:27].[CH:22]([Cl:23])([Cl:24])[Cl:25].[Cl:1][c:2]1[n:3][c:4](-[c:9]2[n:10][c:11]([CH2:15][CH2:16][CH3:17])[cH:12][cH:13][cH:14]2)[n:5][c:6]([CH3:8])[cH:7]1.[Na+:20].[Na:21]>>[c:2]1([O:19][CH3:18])[n:3][c:4](-[c:9]2[n:10][c:11]([CH2:15][CH2:16][CH3:17])[cH:12][cH:13][cH:14]2)[n:5][c:6]([CH3:8])[cH:7]1. Starting materials: CCCc1ccc2c(c1)CCc1ccccc1-2, ClCCl, CC(=O)O, ClCCCl, [O-][I+3]([O-])([O-])O, I, [Na+], O, O, O=S(=O)(O)O, O=S([O-])O. The product is CCCc1ccc2c(c1)CCc1cc(I)ccc1-2. RXN SMILES: [CH2:1]([CH2:2][CH3:3])[c:4]1[cH:5][c:6]2[c:15]([cH:16][cH:17]1)-[c:14]1[c:9]([cH:10][cH:11][cH:12][cH:13]1)[CH2:8][CH2:7]2.[CH2:39]([Cl:40])[Cl:41].[CH3:43][C:44](=[O:45])[OH:46].[Cl:35][CH2:36][CH2:37][Cl:38].[I+3:25]([OH:26])([O-:27])([O-:28])[O-:29].[I:23].[Na+:34].[OH2:24].[OH2:42].[S:18](=[O:19])(=[O:20])([OH:21])[OH:22].[S:30]([O-:31])([OH:32])=[O:33]>>[CH2:1]([CH2:2][CH3:3])[c:4]1[cH:5][c:6]2[c:15]([cH:16][cH:17]1)-[c:14]1[c:9]([cH:10][c:11]([I:25])[cH:12][cH:13]1)[CH2:8][CH2:7]2. Starting materials: CS(=O)C1=CC=C(C=C1)C=1N=C2N(C1C1=CC=NC=C1)CCC2 (2-(4-methylsulfinylphenyl)-3-(4-pyridyl)-6,7-dihydro-[5H]pyrrolo[1,2-a]imidazole), [Mn](=O)(=O)(=O)[O-].[K+] (potassium permanganate). Solvent: O (water). Conditions: time 8 hour. The product is CS(=O)(=O)C1=CC=C(C=C1)C=1N=C2N(C1C1=CC=NC=C1)CCC2 (2-(4-Methylsulfonylphenyl)-3-(4-pyridyl)-6.7-dihydro-[5H]-pyrrolo[1,2-a]imidazole). Reaction SMILES: [CH3:1][S:2]([C:4]1[CH:9]=[CH:8][C:7]([C:10]2[N:11]=[C:12]3[CH2:23][CH2:22][CH2:21][N:13]3[C:14]=2[C:15]2[CH:20]=[CH:19][N:18]=[CH:17][CH:16]=2)=[CH:6][CH:5]=1)=[O:3].[Mn]([O-])(=O)(=O)=[O:25].[K+]>O>[CH3:1][S:2]([C:4]1[CH:5]=[CH:6][C:7]([C:10]2[N:11]=[C:12]3[CH2:23][CH2:22][CH2:21][N:13]3[C:14]=2[C:15]2[CH:20]=[CH:19][N:18]=[CH:17][CH:16]=2)=[CH:8][CH:9]=1)(=[O:25])=[O:3] |f:1.2|. Procedure details: A stirred solution of 0.64 g (1.98 mmoles) of 2-(4-methylsulfinylphenyl)-3-(4-pyridyl)-6,7-dihydro-[5H]pyrrolo[1,2-a]imidazole of Example 4 in water was treated dropwise over 45 minutes with an aqueous solution of 0.209 g (1.32 mmoles) of potassium permanganate. After stirring overnight, the suspension was extracted with methylene chloride. The organic phase was dried over anhydrous potassium carbonate and stripped in vacuo. The residue flash chromatographed in silica eluting with 2 to 4% methan... Reactants: C1=CC=C(C=C1)P(C2=CC=CC=C2)C3=C(C4=CC=CC=C4C=C3)C5=C(C=CC6=CC=CC=C65)P(C7=CC=CC=C7)C8=CC=CC=C8 ((S)-(-)-2,2'-bis(diphenylphosphino)-1,1'-binaphthyl), C(C)(C)(C)C1=CC(=CC=2C(COC21)(C)C)NC(C)C (7-t-butyl-3,3-dimethyl-5-(isopropyl)amino-2,3-dihydro-benzofuran), C([O-])([O-])=O.[Cs+].[Cs+] (cesium carbonate), C(C)(C)(C)C1=CC(=CC=2C(COC21)(C)C)NC(C)C (7-t-butyl-3,3-dimethyl-5-(isopropyl)amino-2,3-dihydro-benzofuran), C(C)OC(C1=CC=C(C=C1)I)=O (ethyl-4-iodo-benzoate). The reagents and catalysts are C=1C=CC(=CC1)/C=C/C(=O)/C=C/C2=CC=CC=C2.C=1C=CC(=CC1)/C=C/C(=O)/C=C/C2=CC=CC=C2.C=1C=CC(=CC1)/C=C/C(=O)/C=C/C2=CC=CC=C2.[Pd].[Pd] (tris(dibenzylideneacetone)dipalladium(0)). Solvent: C1(=CC=CC=C1)C (toluene). The product is C(C)OC(C1=CC=C(C=C1)N(C=1C=C(C2=C(C(CO2)(C)C)C1)C(C)(C)C)C(C)C)=O (4-[Isopropyl-(7-t-butyl-3,3-dimethyl-2,3-dihydro-benzofuran-5-yl)-amino]-benzoic acid ethyl ester). Isolated yield 15.3%. RXN SMILES: [C:1]([C:5]1[C:13]2[O:12][CH2:11][C:10]([CH3:15])([CH3:14])[C:9]=2[CH:8]=[C:7]([NH:16][CH:17]([CH3:19])[CH3:18])[CH:6]=1)([CH3:4])([CH3:3])[CH3:2].[CH2:20]([O:22][C:23](=[O:31])[C:24]1[CH:29]=[CH:28][C:27](I)=[CH:26][CH:25]=1)[CH3:21].C(=O)([O-])[O-].[Cs+].[Cs+].C1C=CC(P(C2C=CC3C(=CC=CC=3)C=2C2C3C(=CC=CC=3)C=CC=2P(C2C=CC=CC=2)C2C=CC=CC=2)C2C=CC=CC=2)=CC=1>C1(C)C=CC=CC=1.C1C=CC(/C=C/C(/C=C/C2C=CC=CC=2)=O)=CC=1.C1C=CC(/C=C/C(/C=C/C2C=CC=CC=2)=O)=CC=1.C1C=CC(/C=C/C(/C=C/C2C=CC=CC=2)=O)=CC=1.[Pd].[Pd]>[CH2:20]([O:22][C:23](=[O:31])[C:24]1[CH:29]=[CH:28][C:27]([N:16]([CH:17]([CH3:19])[CH3:18])[C:7]2[CH:6]=[C:5]([C:1]([CH3:4])([CH3:3])[CH3:2])[C:13]3[O:12][CH2:11][C:10]([CH3:14])([CH3:15])[C:9]=3[CH:8]=2)=[CH:26][CH:25]=1)[CH3:21] |f:2.3.4,7.8.9.10.11|. Procedure: Following general procedure E and using 7-t-butyl-3,3-dimethyl-5-(isopropyl)amino-2,3-dihydro-benzofuran (Compound 36, 0.63 g, 2.4 mmol), ethyl-4-iodo-benzoate (0.62 3 g, 2.9 mmol), cesium carbonate (1.12 g, 3.4 mmol), tris(dibenzylideneacetone)dipalladium(0) (0.025 g, 0.025 mmol) and (S)-(-)-2,2'-bis(diphenylphosphino)-1,1'-binaphthyl (0.050 g, 0.079 mmol) in 10 mL of anhydrous toluene, the title compound (0.15 g) contaminated with 67% of 7-t-butyl-3,3-dimethyl-5-(isopropyl)amino-2,3-dihydro-be... The reactants are Cl (hydrochloric acid), C(C)OC(C1=CC=C(C=C1)N1N=C(C(=C1)Br)C#N)=O (4-(4-bromo-3-cyanopyrazole-1-yl)benzoic acid ethyl ester), C1OC=2C=C(C=CC2O1)B(O)O ((3,4-methylenedioxyphenyl)boronic acid), C([O-])([O-])=O.[Na+].[Na+] (sodium carbonate). The reagents and catalysts are [Pd].C1(=CC=CC=C1)P(C1=CC=CC=C1)C1=CC=CC=C1.C1(=CC=CC=C1)P(C1=CC=CC=C1)C1=CC=CC=C1.C1(=CC=CC=C1)P(C1=CC=CC=C1)C1=CC=CC=C1.C1(=CC=CC=C1)P(C1=CC=CC=C1)C1=CC=CC=C1 (tetrakis(triphenylphosphine) palladium). Run in CN(C=O)C (N,N-dimethylformamide), O (water). Reaction conditions: temperature 70 celsius, time 12 hour. The product is C(C)OC(C1=CC=C(C=C1)N1N=C(C(=C1)C1=CC2=C(C=C1)OCO2)C#N)=O (4-[3-cyano-4-(3,4-methylenedioxyphenyl)pyrazole-1-yl]benzoic acid ethyl ester). The yield is 26.1%. As a reaction SMILES: [CH2:1]([O:3][C:4](=[O:19])[C:5]1[CH:10]=[CH:9][C:8]([N:11]2[CH:15]=[C:14](Br)[C:13]([C:17]#[N:18])=[N:12]2)=[CH:7][CH:6]=1)[CH3:2].[CH2:20]1[O:28][C:27]2[CH:26]=[CH:25][C:24](B(O)O)=[CH:23][C:22]=2[O:21]1.C(=O)([O-])[O-].[Na+].[Na+].Cl>[Pd].C1(P(C2C=CC=CC=2)C2C=CC=CC=2)C=CC=CC=1.C1(P(C2C=CC=CC=2)C2C=CC=CC=2)C=CC=CC=1.C1(P(C2C=CC=CC=2)C2C=CC=CC=2)C=CC=CC=1.C1(P(C2C=CC=CC=2)C2C=CC=CC=2)C=CC=CC=1.CN(C)C=O.O>[CH2:1]([O:3][C:4](=[O:19])[C:5]1[CH:10]=[CH:9][C:8]([N:11]2[CH:15]=[C:14]([C:25]3[CH:24]=[CH:23][C:22]4[O:21][CH2:20][O:28][C:27]=4[CH:26]=3)[C:13]([C:17]#[N:18])=[N:12]2)=[CH:7][CH:6]=1)[CH3:2] |f:2.3.4,6.7.8.9.10|. Procedure details: A suspension of 4-(4-bromo-3-cyanopyrazole-1-yl)benzoic acid ethyl ester (0.17 g), (3,4-methylenedioxyphenyl)boronic acid (0.11 g), tetrakis(triphenylphosphine) palladium (0.12 g) and sodium carbonate (0.17 g) in a mixed solvent of water (0.5 mL) and N,N-dimethylformamide (5 mL) was stirred at 70° C. for 12 hours. To this reaction mixture was added dilute hydrochloric acid, and this mixture was extracted with ethyl acetate. This organic layer was washed with brine, dried over anhydrous magnesium... RXN SMILES: CS[C:3]1[N:8]2[N:9]=[CH:10][CH:11]=[C:7]2[N:6]=[CH:5][CH:4]=1.F[B-](F)(F)F.C[O+](C)C>C(Cl)Cl>[N:9]1[N:8]2[CH:3]=[CH:4][CH:5]=[N:6][C:7]2=[CH:11][CH:10]=1 |f:1.2|. The yield is 27.0%. Reaction conditions: time 1 hour. Procedure: The quaternised pyrazolo [1,5-a]pyrimidine starting material was prepared as follows: To a solution of 7-methylthiopyrazolo[1,5-a]pyrimidine (1 g, 6 mmoles) in methylene chloride (25 ml) was added trimethyloxonium tetrafluoroborate (1 g, 6.7 mmoles). After stirring at room temperature for 1 hour, the solid was filtered and used without further purification, nmr 2.93 (s, 3 H): 4.27 (s, 3 H): 7.2 (d, 1 H) 7.55 (d, 1 H): 8.6 (d, 1 H): 9.0 (d, 1 H). Yield 27%. Reactants: CSC1=CC=NC=2N1N=CC2 (7-methylthiopyrazolo[1,5-a]pyrimidine), F[B-](F)(F)F.C[O+](C)C (trimethyloxonium tetrafluoroborate). Yields the product N1=CC=C2N1C=CC=N2 (pyrazolo [1,5-a]pyrimidine). Run in C(Cl)Cl (methylene chloride). Starting materials: ClCC=1C2=C(OC1C)C(=CC=C2)NC(C2=C(C=CC=C2Cl)Cl)=O (3-chloromethyl-7-(2,6-dichlorobenzoylamino)-2-methylbenzo[b]furan), C([O-])([O-])=O.[K+].[K+] (potassium carbonate), O (water). Run in CO (methanol). Product: ClC1=C(C(=O)NC2=CC=CC3=C2OC(C3=C)(C)OC)C(=CC=C1)Cl (7-(2,6-dichlorobenzoylamino)-2,3-dihydro-2-methoxy-2-methyl-3-methylenebenzo[b]furan). The yield is 25.3%. Reaction SMILES: Cl[CH2:2][C:3]1[C:4]2[CH:12]=[CH:11][CH:10]=[C:9]([NH:13][C:14](=[O:23])[C:15]3[C:20]([Cl:21])=[CH:19][CH:18]=[CH:17][C:16]=3[Cl:22])[C:5]=2[O:6][C:7]=1[CH3:8].[C:24](=O)([O-])[O-:25].[K+].[K+].O>CO>[Cl:21][C:20]1[CH:19]=[CH:18][CH:17]=[C:16]([Cl:22])[C:15]=1[C:14]([NH:13][C:9]1[C:5]2[O:6][C:7]([O:25][CH3:24])([CH3:8])[C:3](=[CH2:2])[C:4]=2[CH:12]=[CH:11][CH:10]=1)=[O:23] |f:1.2.3|. Reported procedure: A mixture of 3-chloromethyl-7-(2,6-dichlorobenzoylamino)-2-methylbenzo[b]furan (20 mg) and potassium carbonate (7.5 mg) in methanol was refluxed for 1 hour. The mixture was cooled and poured into water. The separated oil was extracted with ethyl acetate and the extract was washed with water, dried over sodium sulfate and evaporated in vacuo. The residue was purified by preparative TLC to give 7-(2,6-dichlorobenzoylamino)-2,3-dihydro-2-methoxy-2-methyl-3-methylenebenzo[b]furan (5 mg). Starting materials: F, O=C(c1ccccc1)C(F)(F)F, Cc1ccc(Oc2ccc(C)cc2)cc1. The product is Cc1ccc2c(c1)C(c1ccccc1)(C(F)(F)F)c1cc(C)ccc1O2. As a reaction SMILES: [FH:28].[c:16]1([C:22](=[O:23])[C:24]([F:25])([F:26])[F:27])[cH:17][cH:18][cH:19][cH:20][cH:21]1.[c:1]1([CH3:15])[cH:2][cH:3][c:4]([O:7][c:8]2[cH:9][cH:10][c:11]([CH3:14])[cH:12][cH:13]2)[cH:5][cH:6]1>>[c:1]1([CH3:15])[cH:2][cH:3][c:4]2[c:5]([cH:6]1)[C:22]([c:16]1[cH:17][cH:18][cH:19][cH:20][cH:21]1)([C:24]([F:25])([F:26])[F:27])[c:13]1[c:8]([cH:9][cH:10][c:11]([CH3:14])[cH:12]1)[O:7]2. The reactants are N1=C(C=CC2=CC=CC=C12)COC1=CC=C(C=C1)CC#N (4(2-quinolylmethyloxy)phenylacetonitrile), [N-]=[N+]=[N-].[Na+] (sodium azide), [Cl-].[NH4+] (ammonium chloride), [OH-].[Na+] (sodium hydroxide). Run in CN(C=O)C (dimethylformamide). Product: N1=C(C=CC2=CC=CC=C12)COC1=CC=C(CC2=NN=NN2)C=C1 (5-[4-(2-Quinolylmethyloxy)benzyl]tetrazole). Yield: 33.2%. As a reaction SMILES: [N:1]1[C:10]2[C:5](=[CH:6][CH:7]=[CH:8][CH:9]=2)[CH:4]=[CH:3][C:2]=1[CH2:11][O:12][C:13]1[CH:18]=[CH:17][C:16]([CH2:19][C:20]#[N:21])=[CH:15][CH:14]=1.[N-:22]=[N+:23]=[N-:24].[Na+].[Cl-].[NH4+].[OH-].[Na+]>CN(C)C=O>[N:1]1[C:10]2[C:5](=[CH:6][CH:7]=[CH:8][CH:9]=2)[CH:4]=[CH:3][C:2]=1[CH2:11][O:12][C:13]1[CH:18]=[CH:17][C:16]([CH2:19][C:20]2[NH:24][N:23]=[N:22][N:21]=2)=[CH:15][CH:14]=1 |f:1.2,3.4,5.6|. Procedure details: A mixture of 8.6 g of 4(2-quinolylmethyloxy)phenylacetonitrile, 6.1 g of sodium azide and 5.0 g of ammonium chloride was heated with 70 ml of dry dimethylformamide at 140° C. for twenty hours. The reaction mixture was poured onto ice, basified with 1N sodium hydroxide and extracted 2 times with ethyl acetate. The aqueous fraction was extracted 2 times with ethyl acetate. Removal of solvent left 10.3 g of crude product. This was crystallized from methanol:ethyl acetate to yield 3.3 g of pure prod...